This data is from the Open Reaction Database (ORD), a public repository of structured organic reaction records. The task is: describe an organic reaction: reactants, conditions, products, and yield Starting materials: CCC(=O)Cl, CCOC(C)=O, CC(=O)CO, O, c1ccncc1. Yields the product CCC(=O)OCC(C)=O. RXN SMILES: [C:12]([CH2:13][CH3:14])(=[O:15])[Cl:16].[CH3:18][CH2:19][O:20][C:21](=[O:22])[CH3:23].[CH3:1][C:2](=[O:3])[CH2:4][OH:5].[OH2:17].[cH:6]1[cH:7][cH:8][n:9][cH:10][cH:11]1>>[CH3:1][C:2](=[O:3])[CH2:4][O:5][C:12]([CH2:13][CH3:14])=[O:15]. Starting materials: COC(=O)C=1C(=C(C=C2C=NNC12)Cl)N (6-amino-5-chloro-1H-indazole-7-carboxylic acid methyl ester), BrBr (bromine). Solvent: C(C)(=O)O (acetic acid). Conditions: temperature 80 celsius. Product: COC(=O)C=1C(=C(C=C2C(=NNC12)Br)Cl)N (6-amino-3-bromo-5-chloro-1H-indazole-7-carboxylic acid methyl ester). Isolated yield 11.0%. RXN SMILES: [CH3:1][O:2][C:3]([C:5]1[C:6]([NH2:15])=[C:7]([Cl:14])[CH:8]=[C:9]2[C:13]=1[NH:12][N:11]=[CH:10]2)=[O:4].[Br:16]Br>C(O)(=O)C>[CH3:1][O:2][C:3]([C:5]1[C:6]([NH2:15])=[C:7]([Cl:14])[CH:8]=[C:9]2[C:13]=1[NH:12][N:11]=[C:10]2[Br:16])=[O:4]. Procedure: To a solution of 9 g (29.92 mmol) of 6-amino-5-chloro-1H-indazole-7-carboxylic acid methyl ester in 68 mL of acetic acid at 80° C., is added dropwise 2 mL (38.89 mmol) of bromine. The mixture is stirred over the night at 80° C. The solvents are evaporated and water is added to the residue. The product is precipitated at pH 5 by addition of 1N aqueous NaOH, filtrated, washed with a minimum of water and dried under high vacuum. 1 g (3.28 mmol, 11%) of pure product is obtained; LC/MS:305/306 (M+H)+... The reactants are C(=O)=O (dry ice), BrC=1C=C2C=NNC2=CC1F (5-bromo-6-fluoro-1H-indazole), [H-].[Na+] (sodium hydride), Cl (HCl), EtOAc Hexanes, C(CCC)[Li] (n-butyl lithium), CCCCCC (hexane), FC1=C(C=C2C=NNC2=C1)C=O (6-fluoro-1H-indazole-5-carbaldehyde), di-tort-butyldicarbonate, CN(C)C=O (DMF). Reagents/catalysts: CN(C)C=1C=CN=CC1 (DMAP). The solvent is CCOC(=O)C (EtOAc), CC(=O)C (acetone), O1CCCC1 (tetrahydrofuran), C1CCOC1 (THF). Run at time 20 minute. The product is FC1=C(C=C2C=NN(C2=C1)C(=O)OC(C)(C)C)C=O (tert-butyl 6-fluoro-5-formyl-1H-indazole-1-carboxylate). The yield is 81.0%. Reaction SMILES: BrC1[CH:3]=[C:4]2[C:8](=CC=1F)NN=[CH:5]2.[H-].[Na+].[C:14](=[O:16])=[O:15].C([Li])CCC.CCCCCC.CN(C=O)C.Cl.[F:34][C:35]1[CH:43]=[C:42]2[C:38]([CH:39]=[N:40][NH:41]2)=[CH:37][C:36]=1[CH:44]=[O:45]>O1CCCC1.CCOC(C)=O.CN(C1C=CN=CC=1)C.CC(C)=O>[F:34][C:35]1[CH:43]=[C:42]2[C:38]([CH:39]=[N:40][N:41]2[C:14]([O:16][C:4]([CH3:8])([CH3:5])[CH3:3])=[O:15])=[CH:37][C:36]=1[CH:44]=[O:45] |f:1.2|. Procedure: A solution of 5-bromo-6-fluoro-1H-indazole (29D, 3.50 g, 16.28 mmol) in tetrahydrofuran (200.00 mL) was treated with sodium hydride (60% in mineral oil, 1.172 g) at 0° C. and stirred at room temperature for 20 minutes. The reaction mixture was cooled to −78° C. (dry ice and acetone) and treated with 2.5 M of n-butyl lithium in hexane (8.2 mL, 20.3 mmol) dropwise. The reaction mixture was stirred at that temperature for 20 minutes and treated with DMF (5.06 mL, 65.11 mmol). The reaction mixture w... Starting materials: Cl (hydrochloric acid), COC(COC1=CC(=CC(=C1)C)CN1C[C@H](N(CC1)C=1SC2=C(N1)C=CC(=C2)OC(F)(F)F)CCCC)=O ([3-[(R)-3-butyl-4-(6-trifluoromethoxybenzothiazole-2-yl)-piperazine-1-ylmethyl]-5-methylpheno xy]acetic acid methyl ester), [OH-].[Na+] (sodium hydroxide), O1CCCC1 (tetrahydrofuran). Run in C(Cl)(Cl)Cl (chloroform), O (water), CO (methanol). Conditions: time 16 hour. Product: C(CCC)[C@@H]1CN(CCN1C=1SC2=C(N1)C=CC(=C2)OC(F)(F)F)CC=2C=C(OCC(=O)O)C=C(C2)C ([3-[(R)-3-butyl-4-(6-trifluoromethoxybenzothiazole-2-yl)-piperazine-1-ylmethyl]-5-methylphenoxy]acetic acid). The yield is 92.0%. Reaction SMILES: C[O:2][C:3](=[O:38])[CH2:4][O:5][C:6]1[CH:11]=[C:10]([CH3:12])[CH:9]=[C:8]([CH2:13][N:14]2[CH2:19][CH2:18][N:17]([C:20]3[S:21][C:22]4[CH:28]=[C:27]([O:29][C:30]([F:33])([F:32])[F:31])[CH:26]=[CH:25][C:23]=4[N:24]=3)[C@H:16]([CH2:34][CH2:35][CH2:36][CH3:37])[CH2:15]2)[CH:7]=1.[OH-].[Na+].O1CCCC1.Cl>C(Cl)(Cl)Cl.O.CO>[CH2:34]([C@H:16]1[N:17]([C:20]2[S:21][C:22]3[CH:28]=[C:27]([O:29][C:30]([F:32])([F:33])[F:31])[CH:26]=[CH:25][C:23]=3[N:24]=2)[CH2:18][CH2:19][N:14]([CH2:13][C:8]2[CH:7]=[C:6]([CH:11]=[C:10]([CH3:12])[CH:9]=2)[O:5][CH2:4][C:3]([OH:38])=[O:2])[CH2:15]1)[CH2:35][CH2:36][CH3:37] |f:1.2|. Procedure details: A mixture of [3-[(R)-3-butyl-4-(6-trifluoromethoxybenzothiazole-2-yl)-piperazine-1-ylmethyl]-5-methylpheno xy]acetic acid methyl ester (203 mg), 2N sodium hydroxide (0.46 mL), tetrahydrofuran (2 mL) and methanol (2 mL) was stirred at room temperature for 16 hours. To the reaction solution were added water and chloroform. The mixture was neutralized with 2N hydrochloric acid. The reaction solution was extracted with chloroform. The organic layer was washed with brine, and dried over magnesium sul... Yields the product FC(F)(F)c1ccccc1CN1CCN(c2ccc3nnc(C(F)(F)F)n3n2)CC1. RXN SMILES: [F:20][C:21]([c:22]1[c:23]([CH:24]=[O:25])[cH:26][cH:27][cH:28][cH:29]1)([F:30])[F:31].[N:1]1([c:7]2[cH:8][cH:9][c:10]3[n:11]([n:12]2)[c:13]([C:16]([F:17])([F:18])[F:19])[n:14][n:15]3)[CH2:2][CH2:3][NH:4][CH2:5][CH2:6]1>>[N:1]1([c:7]2[cH:8][cH:9][c:10]3[n:11]([n:12]2)[c:13]([C:16]([F:17])([F:18])[F:19])[n:14][n:15]3)[CH2:2][CH2:3][N:4]([CH2:24][c:23]2[c:22]([C:21]([F:20])([F:30])[F:31])[cH:29][cH:28][cH:27][cH:26]2)[CH2:5][CH2:6]1. Starting materials: O=Cc1ccccc1C(F)(F)F, FC(F)(F)c1nnc2ccc(N3CCNCC3)nn12. The reactants are ClC=1N=NC(=CC1C1=CC=C(C=C1)C(F)(F)F)Cl (3,6-dichloro-4-(4-trifluoromethylphenyl)pyridazine), NC1=CC=C2C=CC=NC2=C1 (7-amino-quinoline), ClC=1N=NC(=CC1C1=CC=C(C=C1)C(F)(F)F)Cl (3,6-dichloro-4-(4-trifluoromethylphenyl)-pyridazine). Reagents/catalysts: [Cl-].[Cl-].[Zn+2] (ZnCl2). Solvent: CCOC(=O)C (EtOAc). Conditions: temperature 220 celsius, time 20 minute. The product is ClC1=C(C=C(N=N1)NC1=CC=C2C=CC=NC2=C1)C1=CC=C(C=C1)C(F)(F)F ([6-Chloro-5-(4-trifluoromethylphenyl)pyridazin-3-yl]-[quinolin-7-yl]amine). Reaction SMILES: [Cl:1][C:2]1[N:3]=[N:4][C:5](Cl)=[CH:6][C:7]=1[C:8]1[CH:13]=[CH:12][C:11]([C:14]([F:17])([F:16])[F:15])=[CH:10][CH:9]=1.[NH2:19][C:20]1[CH:29]=[C:28]2[C:23]([CH:24]=[CH:25][CH:26]=[N:27]2)=[CH:22][CH:21]=1>CCOC(C)=O.[Cl-].[Cl-].[Zn+2]>[Cl:1][C:2]1[N:3]=[N:4][C:5]([NH:19][C:20]2[CH:29]=[C:28]3[C:23]([CH:24]=[CH:25][CH:26]=[N:27]3)=[CH:22][CH:21]=2)=[CH:6][C:7]=1[C:8]1[CH:13]=[CH:12][C:11]([C:14]([F:17])([F:16])[F:15])=[CH:10][CH:9]=1 |f:3.4.5|. Procedure details: (Analogous to the procedure of WO 178270). A mixture of 3,6-dichloro-4-(4-trifluoromethylphenyl)pyridazine, Example 81(d), (2.0 g, 6.8 mmol), 7-amino-quinoline (984 mg, 6.8 mmol) and ZnCl2 (980 mg, 3.4 mmol) was heated in a microwave with stirring at 220° C. for 20 min. The reaction mixture was cooled to room temperature, a second portion of 3,6-dichloro-4-(4-trifluoromethylphenyl)-pyridazine (2.0 g, 6.8 mmol), was added and the mixture was heated again in microwave at 220° C. for 40 min. The re... The reactants are C[C@H]1C(=O)O[C@H](C(=O)O1)C (L-lactide), C(C(O)C)(=O)O (lactic acid), lactide. Yields the product C([C@@H](O)C)(=O)O (L-lactic acid), C[C@@H]1C(=O)O[C@@H](C(=O)O1)C (D-lactide). RXN SMILES: [C:1]([OH:6])(=[O:5])[CH:2]([CH3:4])[OH:3].[CH3:7][C@@H:8]1[O:15][C:13](=[O:14])[C@H:12]([CH3:16])[O:11][C:9]1=[O:10]>>[C:1]([OH:6])(=[O:5])[C@H:2]([CH3:4])[OH:3].[CH3:7][C@H:8]1[O:15][C:13](=[O:14])[C@@H:12]([CH3:16])[O:11][C:9]1=[O:10]. Procedure: The PLA resin can be formed by polymerizing lactide. Lactide is a dimeric form of lactic acid, in which two lactic acid molecules are condensed to form a cyclic diester. Like lactic acid, lactide exists in a variety of enantiomeric forms, i.e., “L-lactide”, which is formed from two L-lactic acid molecules, “D-lactide”, which is formed from two D-lactic acid molecules, and “meso-lactide”, which is formed from one L-lactic acid molecule and one D-lactic acid molecule. In addition, 50/50 mixtures o... Starting materials: C(C)(C)C=1C=CC(=NC1)N (5-isopropylpyridin-2-amine), CC1=NOC(=C1COC1=CC=C(C=C1)S(=O)(=O)Cl)C (4-((3,5-dimethylisoxazol-4-yl)methoxy)benzene-1-sulfonyl chloride), ClCCl (Dichloromethane). Run in N1=CC=CC=C1 (pyridine). Run at time 8 hour. The product is CC1=NOC(=C1COC1=CC=C(C=C1)S(=O)(=O)NC1=NC=C(C=C1)C(C)C)C (4-((3,5-dimethylisoxazol-4-yl)-methoxy)-N-(5-isopropylpyridin-2-yl)benzenesulfonamide). Isolated yield 24.3%. RXN SMILES: [CH3:1][C:2]1[C:6]([CH2:7][O:8][C:9]2[CH:14]=[CH:13][C:12]([S:15](Cl)(=[O:17])=[O:16])=[CH:11][CH:10]=2)=[C:5]([CH3:19])[O:4][N:3]=1.[CH:20]([C:23]1[CH:24]=[CH:25][C:26]([NH2:29])=[N:27][CH:28]=1)([CH3:22])[CH3:21].ClCCl>N1C=CC=CC=1>[CH3:1][C:2]1[C:6]([CH2:7][O:8][C:9]2[CH:14]=[CH:13][C:12]([S:15]([NH:29][C:26]3[CH:25]=[CH:24][C:23]([CH:20]([CH3:22])[CH3:21])=[CH:28][N:27]=3)(=[O:17])=[O:16])=[CH:11][CH:10]=2)=[C:5]([CH3:19])[O:4][N:3]=1. Procedure: To a solution of 4-((3,5-dimethylisoxazol-4-yl)methoxy)benzene-1-sulfonyl chloride (241 mg, 0.800 mmol) in pyridine (5 mL), stirred under nitrogen at room temperature, was added 5-isopropylpyridin-2-amine (54.5 mg, 0.4 mmol). The mixture was then stirred at room temperature overnight. Dichloromethane (25 mL) was added to the mixture and the organic phase washed with water (25 mL) and brine (25 mL) then dried using a hydrophobic frit. Solvent was removed in vacuo to give the crude product. This w... Starting materials: BrC1=C(C=C(C(=O)N(C)OC)C=C1)F (4-Bromo-3-fluoro-N-methoxy-N-methylbenzamide), C(CC)[Mg]Br (n-propylmagnesium bromide). Run in O1CCCC1 (tetrahydrofuran). Run at time 2 hour. The product is BrC1=C(C=C(C=C1)C(CCC)=O)F (1-(4-Bromo-3-fluorophenyl)-1-butanone). Isolated yield 81.7%. RXN SMILES: [Br:1][C:2]1[CH:13]=[CH:12][C:5]([C:6](N(OC)C)=[O:7])=[CH:4][C:3]=1[F:14].[CH2:15]([Mg]Br)[CH2:16][CH3:17]>O1CCCC1>[Br:1][C:2]1[CH:13]=[CH:12][C:5]([C:6](=[O:7])[CH2:15][CH2:16][CH3:17])=[CH:4][C:3]=1[F:14]. Procedure details: To a stirred solution of 4-Bromo-3-fluoro-N-methoxy-N-methylbenzamide (3.0 g, 12.19 mmol) in tetrahydrofuran (35 ml) was added 2M n-propylmagnesium bromide (12.2 ml, 24.38 mmol) dropwise under nitrogen at 0° C. The reaction mixture was stirred at room temperature for 2 h. This was quenched by sat. ammonium chloride and stirred at rt for 30 min. The organic layer was separated and the aqueous layer was extracted with ethyl acetate. The extracts was dried (MgSO4) and concentrated. This was purifie...